This data is from the Open Reaction Database (ORD), a public repository of structured organic reaction records. The task is: describe an organic reaction: reactants, conditions, products, and yield The reactants are COc1cc(I)c(NC(=O)C(C)(C)C)cn1, O=S(=O)(O)O. Yields the product COc1cc(I)c(N)cn1. Reaction SMILES: [I:1][c:2]1[c:3]([NH:10][C:11](=[O:12])[C:13]([CH3:14])([CH3:15])[CH3:16])[cH:4][n:5][c:6]([O:8][CH3:9])[cH:7]1.[S:17](=[O:18])(=[O:19])([OH:20])[OH:21]>>[I:1][c:2]1[c:3]([NH2:10])[cH:4][n:5][c:6]([O:8][CH3:9])[cH:7]1. Starting materials: Cl.ClC1=C(C=CC=C1)C1=C(C=CC=C1)CC(=N)N (2-(2′-chloro-biphenyl-2-yl)-acetamidine hydrochloride salt), COC(/C(=C(/C(=O)OC(C)(C)C)\O)/OCC1=CC=CC=C1)=O ((E)-2-benzyloxy-3-hydroxy-but-2-enedioic acid 4-tert-butyl ester 1-methyl ester), C(C)(C)(C)OC(=O)C1=NC(=NC(=C1OCC1=CC=CC=C1)O)CC1=C(C=CC=C1)C1=CC=CC=C1 (5-benzyloxy-2-biphenyl-2-ylmethyl-6-hydroxypyrimidine-4-carboxylic acid tert-butyl ester). Product: C(C)(C)(C)OC(=O)C1=NC(=NC(=C1OCC1=CC=CC=C1)O)CC1=C(C=CC=C1)C1=C(C=CC=C1)Cl (5-Benzyloxy-2-(2′-chloro-biphenyl-2-ylmethyl)-6-hydroxypyrimidine-4-carboxylic acid tert-butyl ester). Yield: 55.8%. RXN SMILES: Cl.[Cl:2][C:3]1[CH:8]=[CH:7][CH:6]=[CH:5][C:4]=1[C:9]1[CH:14]=[CH:13][CH:12]=[CH:11][C:10]=1[CH2:15][C:16]([NH2:18])=[NH:17].C[O:20][C:21](=O)/[C:22](/[O:32][CH2:33][C:34]1[CH:39]=[CH:38][CH:37]=[CH:36][CH:35]=1)=[C:23](\O)/[C:24]([O:26][C:27]([CH3:30])([CH3:29])[CH3:28])=[O:25].C(OC(C1C(OCC2C=CC=CC=2)=C(O)N=C(CC2C=CC=CC=2C2C=CC=CC=2)N=1)=O)(C)(C)C>>[C:27]([O:26][C:24]([C:23]1[C:22]([O:32][CH2:33][C:34]2[CH:39]=[CH:38][CH:37]=[CH:36][CH:35]=2)=[C:21]([OH:20])[N:18]=[C:16]([CH2:15][C:10]2[CH:11]=[CH:12][CH:13]=[CH:14][C:9]=2[C:4]2[CH:5]=[CH:6][CH:7]=[CH:8][C:3]=2[Cl:2])[N:17]=1)=[O:25])([CH3:30])([CH3:28])[CH3:29] |f:0.1|. Procedure details: 5-Benzyloxy-2-(2′-chloro-biphenyl-2-ylmethyl)-6-hydroxypyrimidine-4-carboxylic acid tert-butyl ester (6-02) (5 g, 55.8%) was synthesized as a brown solid from 2-(2′-chloro-biphenyl-2-yl)-acetamidine hydrochloride salt (5-02) (5 g, 17.82 mmol) and (E)-2-benzyloxy-3-hydroxy-but-2-enedioic acid 4-tert-butyl ester 1-methyl ester (4) (9.4 g, 30.73 mmol) following the procedure as described for 5-benzyloxy-2-biphenyl-2-ylmethyl-6-hydroxypyrimidine-4-carboxylic acid tert-butyl ester (6-01). Reactants: CC=1N=CNC1CSCCN (4-methyl-5-((2-aminoethyl)thiomethyl)imidazole), CSC(SC)=NC#N (dimethylcyanodithioimidocarbonate). The solvent is C(C)O (ethanol), C(C)O (ethanol). Run at time 8 hour. Yields the product C(#N)NC(SC)=NCCSCC1=C(N=CN1)C (N-cyano-N'-[2-((4-methyl-5-imidazolyl)methylthio)ethyl]-S-methylisothiourea). Isolated yield 27.2%. RXN SMILES: [CH3:1][C:2]1[N:3]=[CH:4][NH:5][C:6]=1[CH2:7][S:8][CH2:9][CH2:10][NH2:11].[CH3:12][S:13][C:14](=[N:17][C:18]#[N:19])SC>C(O)C>[C:18]([NH:17][C:14](=[N:11][CH2:10][CH2:9][S:8][CH2:7][C:6]1[NH:5][CH:4]=[N:3][C:2]=1[CH3:1])[S:13][CH3:12])#[N:19]. Procedure details: (i) A solution of 4-methyl-5-((2-aminoethyl)thiomethyl)imidazole (23.4 g.) in ethanol was added slowly to a solution of dimethylcyanodithioimidocarbonate (20.0 g.) in ethanol, with stirring at room temperature. The mixture was set aside overnight at room temperature. Filtration afforded N-cyano-N'-[2-((4-methyl-5-imidazolyl)methylthio)ethyl]-S-methylisothiourea (10.0 g.) m.p. 148°-150°. The filtrate was concentrated under reduced pressure and the mixture was triturated with cold water and the so... The reactants are CC(C)(C)[O-], FC(F)Oc1ccc(CBr)cc1, [K+], C1CCOC1, O, CN(C)C=Nc1n[nH]c2ccccc12. Product: CN(C)C=Nc1nn(Cc2ccc(OC(F)F)cc2)c2ccccc12. Reaction SMILES: [CH3:1][C:2]([CH3:3])([O-:4])[CH3:5].[F:21][CH:22]([O:23][c:24]1[cH:25][cH:26][c:27]([CH2:28][Br:29])[cH:30][cH:31]1)[F:32].[K+:6].[O:34]1[CH2:35][CH2:36][CH2:37][CH2:38]1.[OH2:33].[nH:7]1[n:8][c:9]([N:16]=[CH:17][N:18]([CH3:19])[CH3:20])[c:10]2[cH:11][cH:12][cH:13][cH:14][c:15]12>>[n:7]1([CH2:28][c:27]2[cH:26][cH:25][c:24]([O:23][CH:22]([F:21])[F:32])[cH:31][cH:30]2)[n:8][c:9]([N:16]=[CH:17][N:18]([CH3:19])[CH3:20])[c:10]2[cH:11][cH:12][cH:13][cH:14][c:15]12. The reactants are C(C)OC(/C(/CCC)=C/C1=CN(C2=CN=C(C=C21)C2=C(C=CC=C2CC)CC)C2=CC=C(C=C2)C(C)C)=O (2-[1-[5-(2,6-diethyl-phenyl)-1-(4-isopropyl-phenyl)-1H-pyrrolo[2,3-c]pyridin-3-yl]-meth-(E)-ylidene]-pentanoic acid ethyl ester). Reagents/catalysts: [Pd] (Pd/C). Solvent: CCO (EtOH). Reaction conditions: time 18 hour. Yields the product C(C)OC(C(CCC)CC1=CN(C2=CN=C(C=C21)C2=C(C=CC=C2CC)CC)C2=CC=C(C=C2)C(C)C)=O (2-[5-(2,6-diethyl-phenyl)-1-(4-isopropyl-phenyl)-1H-pyrrolo[2,3-c]pyridin-3-ylmethyl]-pentanoic acid ethyl ester). Reaction SMILES: [CH2:1]([O:3][C:4](=[O:38])/[C:5](=[CH:9]/[C:10]1[C:18]2[C:13](=[CH:14][N:15]=[C:16]([C:19]3[C:24]([CH2:25][CH3:26])=[CH:23][CH:22]=[CH:21][C:20]=3[CH2:27][CH3:28])[CH:17]=2)[N:12]([C:29]2[CH:34]=[CH:33][C:32]([CH:35]([CH3:37])[CH3:36])=[CH:31][CH:30]=2)[CH:11]=1)/[CH2:6][CH2:7][CH3:8])[CH3:2]>[Pd].CCO>[CH2:1]([O:3][C:4](=[O:38])[CH:5]([CH2:9][C:10]1[C:18]2[C:13](=[CH:14][N:15]=[C:16]([C:19]3[C:24]([CH2:25][CH3:26])=[CH:23][CH:22]=[CH:21][C:20]=3[CH2:27][CH3:28])[CH:17]=2)[N:12]([C:29]2[CH:34]=[CH:33][C:32]([CH:35]([CH3:36])[CH3:37])=[CH:31][CH:30]=2)[CH:11]=1)[CH2:6][CH2:7][CH3:8])[CH3:2]. Reported procedure: A mixture of (2-[1-[5-(2,6-diethyl-phenyl)-1-(4-isopropyl-phenyl)-1H-pyrrolo[2,3-c]pyridin-3-yl]-meth-(E)-ylidene]-pentanoic acid ethyl ester (120 mg, 0.23 mmol), 10% Pd/C (20 mg), and EtOH (4 mL) is stirred under hydrogen (1 atm) for 18 h at room temperature. The mixture is filtered over celite and concentrated under reduced pressure to afford 2-[5-(2,6-diethyl-phenyl)-1-(4-isopropyl-phenyl)-1H-pyrrolo[2,3-c]pyridin-3-ylmethyl]-pentanoic acid ethyl ester as colorless oil. Conditions: time 14 hour. Run in CCOCC (ether). Reported procedure: To a solution of (R)-1-(1-(3-fluoro-5-(1,1,2,2-tetrafluoroethoxy)phenyl)-1-(4-fluorophenyl)-2-phenylethyl)-3-(1-(hydroxymethyl)cyclopropyl)urea (Example 241, 43 mg, 0.08 mmol) in ether (0.4 mL) was added PPh3 (48 mg, 0.18 mmol) and CBr4 (58 mg, 0.18 mmol) at room temperature. The reaction mixture was stirred for 14 h and concentrated under reduced pressure and purified by ISCO chromatography (4 g column, eluting with 0-15% hexane/EtOAc over 14 min) to yield (R)-1-(1-(bromomethyl)cyclopropyl)-3-(... Yield: 16.6%. RXN SMILES: [F:1][C:2]1[CH:3]=[C:4]([C@:15]([NH:30][C:31]([NH:33][C:34]2([CH2:37]O)[CH2:36][CH2:35]2)=[O:32])([C:23]2[CH:28]=[CH:27][C:26]([F:29])=[CH:25][CH:24]=2)[CH2:16][C:17]2[CH:22]=[CH:21][CH:20]=[CH:19][CH:18]=2)[CH:5]=[C:6]([O:8][C:9]([F:14])([F:13])[CH:10]([F:12])[F:11])[CH:7]=1.C1C=CC(P(C2C=CC=CC=2)C2C=CC=CC=2)=CC=1.C(Br)(Br)(Br)[Br:59]>CCOCC>[Br:59][CH2:37][C:34]1([NH:33][C:31]([NH:30][C@@:15]([C:4]2[CH:5]=[C:6]([O:8][C:9]([F:14])([F:13])[CH:10]([F:12])[F:11])[CH:7]=[C:2]([F:1])[CH:3]=2)([C:23]2[CH:28]=[CH:27][C:26]([F:29])=[CH:25][CH:24]=2)[CH2:16][C:17]2[CH:22]=[CH:21][CH:20]=[CH:19][CH:18]=2)=[O:32])[CH2:36][CH2:35]1. The reactants are FC=1C=C(C=C(C1)OC(C(F)F)(F)F)[C@@](CC1=CC=CC=C1)(C1=CC=C(C=C1)F)NC(=O)NC1(CC1)CO ((R)-1-(1-(3-fluoro-5-(1,1,2,2-tetrafluoroethoxy)phenyl)-1-(4-fluorophenyl)-2-phenylethyl)-3-(1-(hydroxymethyl)cyclopropyl)urea), C1=CC=C(C=C1)P(C2=CC=CC=C2)C3=CC=CC=C3 (PPh3), C(Br)(Br)(Br)Br (CBr4). Product: BrCC1(CC1)NC(=O)N[C@](CC1=CC=CC=C1)(C1=CC=C(C=C1)F)C1=CC(=CC(=C1)OC(C(F)F)(F)F)F ((R)-1-(1-(bromomethyl)cyclopropyl)-3-(1-(3-fluoro-5-(1,1,2,2-tetrafluoroethoxy)phenyl)-1-(4-fluorophenyl)-2-phenylethyl)urea).